This data is from the Open Reaction Database (ORD), a public repository of structured organic reaction records. The task is: describe an organic reaction: reactants, conditions, products, and yield Reactants: C(C)OC(=O)N1C2CC(CC1CCC2)=O (9-azabicyclo[3,3,1]nonan-3-one-9-carboxylic acid ethyl ester), N1CCCC1 (pyrrolidine). Reagents/catalysts: [Ti](Cl)(Cl)(Cl)Cl (titanium tetrachloride). Solvent: petroleum ether, petroleum ether. Conditions: time 110 hour. Yields the product C(C)OC(=O)N1C2CC(=CC1CC2)N2CCCC2 (3-(1-pyrrolidinyl)-8-azabicyclo[3,2,1]oct-3-ene-8-carboxylic acid ethylester). Yield: 98.7%. RXN SMILES: [CH2:1]([O:3][C:4]([N:6]1[CH:11]2[CH2:12][CH2:13][CH2:14][CH:7]1C[C:9](=O)[CH2:10]2)=[O:5])[CH3:2].[NH:16]1[CH2:20][CH2:19][CH2:18][CH2:17]1>[Ti](Cl)(Cl)(Cl)Cl>[CH2:1]([O:3][C:4]([N:6]1[CH:7]2[CH2:9][CH2:10][CH:11]1[CH2:12][C:13]([N:16]1[CH2:20][CH2:19][CH2:18][CH2:17]1)=[CH:14]2)=[O:5])[CH3:2]. Procedure details: 36.6 g of 8-azabicyclo[3,2,1]octan-3-one-8-carboxylic acid ethyl ester (e) are dissolved in 500 ml of absolute petroleum ether, and 52.8 g of pyrrolidine are added. A solution of 19.4 g of titanium tetrachloride in 100 ml of petroleum ether is added dropwise within 70 minutes, with vigorous stirring. With slight warming of the solution, a light-yellow precipitate is immediately precipitated. After 110 hours' stirring at roomtemperature, the precipitate is allowed to settle and the yellow petrole... Starting materials: C(C)OC(=O)C=1OC2=C(N1)C=C(C=C2)C (5-methyl-benzooxazole-2-carboxylic acid ethyl ester), [OH-].[Na+] (sodium hydroxide). The solvent is C1CCOC1 (THF). Run at time 8 hour. The product is [Na+].CC=1C=CC2=C(N=C(O2)C(=O)[O-])C1 (5-methyl-benzooxazole-2-carboxylic acid sodium salt). As a reaction SMILES: C([O:3][C:4]([C:6]1[O:7][C:8]2[CH:14]=[CH:13][C:12]([CH3:15])=[CH:11][C:9]=2[N:10]=1)=[O:5])C.[OH-].[Na+:17]>C1COCC1>[Na+:17].[CH3:15][C:12]1[CH:13]=[CH:14][C:8]2[O:7][C:6]([C:4]([O-:5])=[O:3])=[N:10][C:9]=2[CH:11]=1 |f:1.2,4.5|. Procedure: To 5-methyl-benzooxazole-2-carboxylic acid ethyl ester (170 mg) was added 2 mL of THF, and 0.83 mL (2 eq) of sodium hydroxide solution (2N in MeOH). The reaction mixture was stirred at room temperature overnight. The suspension was filtered and the solid was dried under vacuum to give 144 mg of 5-methyl-benzooxazole-2-carboxylic acid sodium salt as an off-white solid.